Dataset: the Open Reaction Database (ORD), a public repository of structured organic reaction records. Task: describe an organic reaction: reactants, conditions, products, and yield Reactants: O=C([O-])O, CN(C)CCCl, CN(C)C=O, ClC(Cl)Cl, Cl, [Na+], O, O=c1[nH]c2cc(O)ccc2c2oc3ccccc3c12. Yields the product CN(C)CCOc1ccc2c(c1)[nH]c(=O)c1c3ccccc3oc21. RXN SMILES: [C:27](=[O:28])([OH:29])[O-:30].[CH3:21][N:22]([CH2:23][CH2:24][Cl:25])[CH3:26].[CH3:36][N:37]([CH3:38])[CH:39]=[O:40].[CH:32]([Cl:33])([Cl:34])[Cl:35].[ClH:20].[Na+:31].[OH2:41].[OH:1][c:2]1[cH:3][cH:4][c:5]2[c:6]3[c:7]([c:8](=[O:12])[nH:9][c:10]2[cH:11]1)[c:13]1[c:14]([o:15]3)[cH:16][cH:17][cH:18][cH:19]1>>[O:1]([c:2]1[cH:3][cH:4][c:5]2[c:6]3[c:7]([c:8](=[O:12])[nH:9][c:10]2[cH:11]1)[c:13]1[c:14]([o:15]3)[cH:16][cH:17][cH:18][cH:19]1)[CH2:24][CH2:23][N:22]([CH3:21])[CH3:26]. The reactants are COC(=O)c1ccc(OCCNC(=O)c2oc3ccccc3c2CBr)cc1, CNC, Clc1ccccc1, ClCCl, C1CCOC1. The product is COC(=O)c1ccc(OCCNC(=O)c2oc3ccccc3c2CN(C)C)cc1. As a reaction SMILES: [CH3:1][O:2][C:3]([c:4]1[cH:5][cH:6][c:7]([O:10][CH2:11][CH2:12][NH:13][C:14](=[O:15])[c:16]2[o:17][c:18]3[c:19]([c:20]2[CH2:21][Br:22])[cH:23][cH:24][cH:25][cH:26]3)[cH:8][cH:9]1)=[O:27].[CH3:28][NH:29][CH3:30].[Cl:36][c:37]1[cH:38][cH:39][cH:40][cH:41][cH:42]1.[Cl:43][CH2:44][Cl:45].[O:31]1[CH2:32][CH2:33][CH2:34][CH2:35]1>>[CH3:1][O:2][C:3]([c:4]1[cH:5][cH:6][c:7]([O:10][CH2:11][CH2:12][NH:13][C:14](=[O:15])[c:16]2[o:17][c:18]3[c:19]([c:20]2[CH2:21][N:29]([CH3:28])[CH3:30])[cH:23][cH:24][cH:25][cH:26]3)[cH:8][cH:9]1)=[O:27]. Reactants: [BH4-], CCO, BrCC1CCCCC1, ClC(Cl)Cl, [K+], N#CSc1ccc(N)c([N+](=O)[O-])c1, [Na+], [OH-], O. Yields the product Nc1ccc(SCC2CCCCC2)cc1[N+](=O)[O-]. RXN SMILES: [BH4-:14].[CH3:26][CH2:27][OH:28].[CH:18]1([CH2:24][Br:25])[CH2:19][CH2:20][CH2:21][CH2:22][CH2:23]1.[Cl:29][CH:30]([Cl:31])[Cl:32].[K+:17].[N+:1](=[O:2])([O-:3])[c:4]1[c:5]([NH2:6])[cH:7][cH:8][c:9]([S:11][C:12]#[N:13])[cH:10]1.[Na+:15].[OH-:16].[OH2:33]>>[N+:1](=[O:2])([O-:3])[c:4]1[c:5]([NH2:6])[cH:7][cH:8][c:9]([S:11][CH2:12][CH:18]2[CH2:19][CH2:20][CH2:21][CH2:22][CH2:23]2)[cH:10]1. Reactants: CCC(=O)C1=C(O)CC(c2c(C)cc(C)c(N)c2C)CC1=O, CCN=C=S, ClCCl, CCO. The product is CCNC(=S)Nc1c(C)cc(C)c(C2CC(=O)C(C(=O)CC)=C(O)C2)c1C. RXN SMILES: [C:6]([CH2:7][CH3:8])(=[O:9])[C:10]1=[C:15]([OH:16])[CH2:14][CH:13]([c:17]2[c:18]([CH3:26])[c:19]([NH2:25])[c:20]([CH3:24])[cH:21][c:22]2[CH3:23])[CH2:12][C:11]1=[O:27].[CH2:1]([CH3:2])[N:3]=[C:4]=[S:5].[CH2:28]([Cl:29])[Cl:30].[CH3:31][CH2:32][OH:33]>>[CH2:1]([CH3:2])[NH:3][C:4](=[S:5])[NH:25][c:19]1[c:18]([CH3:26])[c:17]([CH:13]2[CH2:12][C:11](=[O:27])[C:10]([C:6]([CH2:7][CH3:8])=[O:9])=[C:15]([OH:16])[CH2:14]2)[c:22]([CH3:23])[cH:21][c:20]1[CH3:24]. The reactants are OCCCCCCNCC(O)C1=CC=CC=C1 (2-(6-hydroxy-1-hexylamino)-1-phenylethanol), C1(=CC=CC=C1)CCCC(=O)O (4-phenylbutyric acid), C(C)(=O)OCC.CO (ethyl acetate methanol). Yields the product OC(CNCCCCCCOC(CCCC1=CC=CC=C1)=O)C1=CC=CC=C1.C(C(=O)[O-])(=O)[O-] ([6-(2-Hydroxy-2-phenylethylamino)-1-hexyl]4-phenylbutanoate oxalate). As a reaction SMILES: [OH:1][CH2:2][CH2:3][CH2:4][CH2:5][CH2:6][CH2:7][NH:8][CH2:9][CH:10]([C:12]1[CH:17]=[CH:16][CH:15]=[CH:14][CH:13]=1)[OH:11].[C:18]1([CH2:24][CH2:25][CH2:26][C:27](O)=[O:28])[CH:23]=[CH:22][CH:21]=[CH:20][CH:19]=1.[C:30]([O:33]CC)(=[O:32])C.[CH3:36][OH:37]>>[OH:11][CH:10]([C:12]1[CH:17]=[CH:16][CH:15]=[CH:14][CH:13]=1)[CH2:9][NH:8][CH2:7][CH2:6][CH2:5][CH2:4][CH2:3][CH2:2][O:1][C:27](=[O:28])[CH2:26][CH2:25][CH2:24][C:18]1[CH:23]=[CH:22][CH:21]=[CH:20][CH:19]=1.[C:30]([O-:33])(=[O:32])[C:36]([O-:1])=[O:37] |f:2.3,4.5|. Reported procedure: According to method II from 2-(6-hydroxy-1-hexylamino)-1-phenylethanol and 4-phenylbutyric acid. Working up by means of chromatography (ethyl acetate/methanol 1:1). Recrystallized as the oxalate from acetone. Melting point: 124°-129° C. Starting materials: ClC=1NC(=CC1C(=O)OCC)C (Ethyl 2-chloro-5-methyl-1H-pyrrole-3-carboxylate), C(=O)[O-].[NH4+] (ammonium formate). The reagents and catalysts are [C].[Pd] (palladium carbon). The solvent is C(C)O (ethanol). Reaction conditions: time 8 hour. Product: CC1=CC(=CN1)C(=O)OCC (Ethyl 5-methyl-1H-pyrrole-3-carboxylate). Reaction SMILES: Cl[C:2]1[NH:3][C:4]([CH3:12])=[CH:5][C:6]=1[C:7]([O:9][CH2:10][CH3:11])=[O:8].C([O-])=O.[NH4+]>[C].[Pd].C(O)C>[CH3:12][C:4]1[NH:3][CH:2]=[C:6]([C:7]([O:9][CH2:10][CH3:11])=[O:8])[CH:5]=1 |f:1.2,3.4|. Procedure: 10% palladium carbon (anhydrous) (2.5 g) was suspended with ethanol (500 mL) under argon gas atmosphere. Ethyl 2-chloro-5-methyl-1H-pyrrole-3-carboxylate (50 g; see, Tetrahedron Letters, Vol. 35, No. 33, 5989-5992 (1994)) and ammonium formate (51 g) were added to the reaction mixture at room temperature, and it was stirred at room temperature for 8 hours. The reaction mixture was subjected to filtration with Celite (trade name), the filtrate was concentrated under reduced pressure. Water and eth... The reactants are F[B-](F)(F)F.C[O+](C)C (trimethyloxonium tetrafluoroborate), CN(C)C[C-]1C=CC=C1.[CH-]1C=CC=C1.[Fe+2] (dimethylaminomethylferrocene). The solvent is C(Cl)Cl (CH2Cl2), same solvent. Conditions: time 16 hour. Product: (Trimethylammoniomethyl)ferricinium bis(tetrafluoroborate), F[B-](F)(F)F.C[N+](C)(C)C[C-]1C=CC=C1.[CH-]1C=CC=C1.[Fe+2] ((trimethylammoniomethyl)ferrocene tetrafluoroborate). RXN SMILES: [F:1][B-:2]([F:5])([F:4])[F:3].C[O+](C)C.[CH3:10][N:11]([CH2:13][C-:14]1[CH:18]=[CH:17][CH:16]=[CH:15]1)[CH3:12].[CH-:19]1[CH:23]=[CH:22][CH:21]=[CH:20]1.[Fe+2:24]>C(Cl)Cl>[F:1][B-:2]([F:5])([F:4])[F:3].[CH3:10][N+:11]([CH2:13][C-:14]1[CH:18]=[CH:17][CH:16]=[CH:15]1)([CH3:19])[CH3:12].[CH-:19]1[CH:23]=[CH:22][CH:21]=[CH:20]1.[Fe+2:24] |f:0.1,2.3.4,6.7.8.9|. Procedure details: (Trimethylammoniomethyl)ferricinium bis(tetrafluoroborate) was prepared by the following procedure. A slurry of 7.47 g of trimethyloxonium tetrafluoroborate (50.6 mmol) in 125 mL of CH2Cl2 was added to 10 mL of dimethylaminomethylferrocene in 100 mL of the same solvent. The resulting mixture was stirred for 16 hours and the solvent was removed under reduced pressure. The resulting residue was recrystallized from hot water to give 13.62 g of (trimethylammoniomethyl)ferrocene tetrafluoroborate as ... Reactants: [H-].[Na+] (sodium hydride), C(C=C)OC=1C=C2C=CNC2=CC1 (5-allyloxyindole), O1CCCC1 (tetrahydrofuran), FC1=CC=C(CBr)C=C1 (4-fluorobenzyl bromide). Run at time 1 hour. The product is C(C=C)C1=C2C=CN(C2=CC=C1O)CC1=CC=C(C=C1)F (4-allyl-5-hydroxy-N-(4-fluorobenzyl)indole). RXN SMILES: [H-].[Na+].C([O:6][C:7]1[CH:8]=[C:9]2[C:13](=[CH:14][CH:15]=1)[NH:12][CH:11]=[CH:10]2)C=C.[F:16][C:17]1[CH:24]=[CH:23][C:20]([CH2:21]Br)=[CH:19][CH:18]=1.O1C[CH2:28][CH2:27][CH2:26]1>>[CH2:28]([C:8]1[C:7]([OH:6])=[CH:15][CH:14]=[C:13]2[C:9]=1[CH:10]=[CH:11][N:12]2[CH2:21][C:20]1[CH:23]=[CH:24][C:17]([F:16])=[CH:18][CH:19]=1)[CH:27]=[CH2:26] |f:0.1|. Procedure details: To a solution of sodium hydride (60%, 140 mg, 3.47 mmol) in 4 mL tetrahydrofuran (THF) was added 5-allyloxyindole (Step A; 0.5 g, 2.89 mmol) in 1 mL and the mixture was stirred for 1 hour at ambient temperature. 4-fluorobenzyl bromide (0.43 mL, 3.32 mmol) was added and the reaction stirred 18 hours. The reaction was then quenched with saturated aqueous ammonium chloride and extracted with ethyl acetate. The organic layer was washed with water, brine, dried over magnesium sulfate, filtered throug... Starting materials: C(C1=CC=CC=C1)OC1=CC=C2C3=C1O[C@@H]1[C@]34CCN([C@@H]([C@@]4(CCC14OCCO4)OC)C2)C ((4R,4aS,7aR,12bS)-9-(benzyloxy)-4a-methoxy-3-methyl-1,2,3,4,4a,5,6,7a-octahydrospiro[4,12-methanobenzofuro[3,2-e]isoquinoline-7,2′-[1,3]dioxolane]), Cl (HCl), N (ammonia). Solvent: CO (MeOH). Run at time 8 hour. Yields the product OC1=CC=C2C3=C1O[C@@H]1[C@]34CCN([C@@H]([C@@]4(CCC1=O)OC)C2)C ((4R,4aS,7aR,12bS)-9-hydroxy-4a-methoxy-3-methyl-2,3,4,4a,5,6-hexahydro-1H-4,12-methanobenzofuro[3,2-e]isoquinolin-7(7aH)-one). RXN SMILES: C([O:8][C:9]1[C:14]2[O:15][C@H:16]3[C:25]4(OCC[O:26]4)[CH2:24][CH2:23][C@:22]4([O:30][CH3:31])[C@@:17]53[CH2:18][CH2:19][N:20]([CH3:33])[C@@H:21]4[CH2:32][C:12]([C:13]=25)=[CH:11][CH:10]=1)C1C=CC=CC=1.Cl.N>CO>[OH:8][C:9]1[C:14]2[O:15][C@H:16]3[C:25](=[O:26])[CH2:24][CH2:23][C@:22]4([O:30][CH3:31])[C@@:17]53[CH2:18][CH2:19][N:20]([CH3:33])[C@@H:21]4[CH2:32][C:12]([C:13]=25)=[CH:11][CH:10]=1. Reported procedure: To a solution of (4R,4aS,7aR,12bS)-9-(benzyloxy)-4a-methoxy-3-methyl-1,2,3,4,4a,5,6,7a-octahydrospiro[4,12-methanobenzofuro[3,2-e]isoquinoline-7,2′-[1,3]dioxolane] (7.3 g, 16.2 mmol) in MeOH (75 mL) was added conc. HCl (50 mL). The mixture was refluxed for 5 hours then cooled with an ice bath. Concentrated ammonia (25%) was added until pH 8 was reached. The mixture was concentrated and the residues stirred with 10% MeOH/DCM (1 L) overnight. The mixture was filtered and the liquors concentrated t...